From a dataset of the Open Reaction Database (ORD), a public repository of structured organic reaction records. describe an organic reaction: reactants, conditions, products, and yield Reactants: COc1nc(OC)nc(OC)n1, N, O. Yields the product COc1nc(N)nc(OC)n1. Reaction SMILES: [CH3:1][O:2][c:3]1[n:4][c:5]([O:11][CH3:12])[n:6][c:7]([O:9][CH3:10])[n:8]1.[NH3:13].[OH2:14]>>[c:3]1([NH2:13])[n:4][c:5]([O:11][CH3:12])[n:6][c:7]([O:9][CH3:10])[n:8]1. Reactants: FC1=C(C=CC=C1)C1=NOC2=C1C(CCC2)=O (6,7-dihydro-3-(2-fluorophenyl)-1,2-benzisoxazol-4(5H)-one), C(C)(C)[N-]C(C)C.[Li+] (lithium diisopropylamide), ClCCCI (1-chloro-3-iodopropane), O (water). Solvent: C1CCOC1 (THF), ClCCl (dichloromethane), CCCCCC (hexane), ClCCl (dichloromethane), CCOCC (ether). Run at temperature -78 celsius. Yields the product ClCCCC1CCC2=C(C(=NO2)C2=C(C=CC=C2)F)C1=O (5-(3-chloropropyl)-6,7-dihydro-3-(2-fluorophenyl)-1,2-benzisoxazol-4(5H)-one). As a reaction SMILES: [F:1][C:2]1[CH:7]=[CH:6][CH:5]=[CH:4][C:3]=1[C:8]1[C:12]2[C:13](=[O:17])[CH2:14][CH2:15][CH2:16][C:11]=2[O:10][N:9]=1.C([N-]C(C)C)(C)C.[Li+].[Cl:26][CH2:27][CH2:28][CH2:29]I.O>C1COCC1.CCCCCC.ClCCl.CCOCC>[Cl:26][CH2:27][CH2:28][CH2:29][CH:14]1[C:13](=[O:17])[C:12]2[C:8]([C:3]3[CH:4]=[CH:5][CH:6]=[CH:7][C:2]=3[F:1])=[N:9][O:10][C:11]=2[CH2:16][CH2:15]1 |f:1.2|. Procedure details: In 500 ml anhydrous THF was dissolved 15.0 g 6,7-dihydro-3-(2-fluorophenyl)-1,2-benzisoxazol-4(5H)-one under nitrogen atmosphere with stirring. The solution was cooled to -78° C. and 65.0 ml lithium diisopropylamide (1.5 molar in cyclohexane) was added dropwise. The resulting solution was stirred for ten minutes at -78° C. and 9.10 ml 1-chloro-3-iodopropane was added. Upon warming to room temperature, the reaction mixture was poured into water and ether. The layers were separated and the aqueous... Reactants: ClC1=CC=C(C=C1)N1CCN(CC1)C=1N=C(C2=C(N1)CCS2=O)N2[C@@H](C[C@H](C2)O)C(=O)O ((2S,4R)-1-{2-[4-(4-chloro-phenyl)-piperazin-1-yl]-5-oxo-6,7-dihydro-5H-5λ4-thieno[3,2-d]pyrimidin-4-yl}-4-hydroxy-pyrrolidine-2-carboxylic acid), N (ammonia), O (water), C(C)(C)N(CC)C(C)C (diisopropylethylamine), O-(7-azabenzotriazol-1-yl-)-N,N,N′,N′-tetramethyluronium hexafluoro-phosphate. Run in CN(C=O)C (N,N-dimethylformamide). Run at time 0.25 hour. Yields the product ClC1=CC=C(C=C1)N1CCN(CC1)C=1N=C(C2=C(N1)CCS2=O)N2[C@@H](C[C@H](C2)O)C(=O)N ((2S,4R)-1-{2-[4-(4-chloro-phenyl)-piperazin-1-yl]-5-oxo-6,7-dihydro-5H-5λ4-thieno[3,2-d]pyrimidin-4-yl}-4-hydroxy-pyrrolidine-2-carboxylic acid amide). RXN SMILES: [Cl:1][C:2]1[CH:7]=[CH:6][C:5]([N:8]2[CH2:13][CH2:12][N:11]([C:14]3[N:15]=[C:16]([N:24]4[CH2:28][C@H:27]([OH:29])[CH2:26][C@H:25]4[C:30](O)=[O:31])[C:17]4[S:22](=[O:23])[CH2:21][CH2:20][C:18]=4[N:19]=3)[CH2:10][CH2:9]2)=[CH:4][CH:3]=1.C([N:36](C(C)C)CC)(C)C.N.O>CN(C)C=O>[Cl:1][C:2]1[CH:3]=[CH:4][C:5]([N:8]2[CH2:9][CH2:10][N:11]([C:14]3[N:15]=[C:16]([N:24]4[CH2:28][C@H:27]([OH:29])[CH2:26][C@H:25]4[C:30]([NH2:36])=[O:31])[C:17]4[S:22](=[O:23])[CH2:21][CH2:20][C:18]=4[N:19]=3)[CH2:12][CH2:13]2)=[CH:6][CH:7]=1. Procedure details: 80 mg (2S,4R)-1-{2-[4-(4-chloro-phenyl)-piperazin-1-yl]-5-oxo-6,7-dihydro-5H-5λ4-thieno[3,2-d]pyrimidin-4-yl}-4-hydroxy-pyrrolidine-2-carboxylic acid are placed in 2.00 ml N,N-dimethylformamide and combined with 86.77 mg diisopropylethylamine and 76.20 mg O-(7-azabenzotriazol-1-yl-)-N,N,N′,N′-tetramethyluronium-hexafluoro-phosphate (HATU). The mixture is stirred for 0.25 hours at ambient temperature, then 334 μl ammonia solution (0.5 M in dioxane) are added. The reaction mixture is stirred for 3... Starting materials: C(C)(=O)NC=1SC=C(N1)C1=CC=C(C=C1)S(=O)[O-].[Na+] (Sodium 4-[2-(acetylamino)-1,3-thiazol-4-yl]phenylsulfinate), O (water), CCOC(=O)C (AcOEt), BrCCO (2-bromoethanol). The solvent is CN(C)C=O (DMF). Conditions: temperature 100 celsius, time 7 hour. The product is OCCS(=O)(=O)C1=CC=C(C=C1)C=1N=C(SC1)NC(C)=O (N-(4-{4-[(2-hydroxyethyl)sulfonyl]phenyl}-1,3-thiazol-2-yl)acetamide). Reaction SMILES: [C:1]([NH:4][C:5]1[S:6][CH:7]=[C:8]([C:10]2[CH:15]=[CH:14][C:13]([S:16]([O-:18])=[O:17])=[CH:12][CH:11]=2)[N:9]=1)(=[O:3])[CH3:2].[Na+].Br[CH2:21][CH2:22][OH:23].O.CCOC(C)=O>CN(C=O)C>[OH:23][CH2:22][CH2:21][S:16]([C:13]1[CH:12]=[CH:11][C:10]([C:8]2[N:9]=[C:5]([NH:4][C:1](=[O:3])[CH3:2])[S:6][CH:7]=2)=[CH:15][CH:14]=1)(=[O:18])=[O:17] |f:0.1|. Reported procedure: Sodium 4-[2-(acetylamino)-1,3-thiazol-4-yl]phenylsulfinate (600 mg) was dissolved in DMF (2 ml) under N2 atmosphere. Then 2-bromoethanol (0.168 ml) was added to the solution at 0° C. The reaction mixture was stirred at 100° C. for 7 hours. After cooled to r.t., water and AcOEt were added to the mixture. The precipitate was filtered in vacuo to give N-(4-{4-[(2-hydroxyethyl)sulfonyl]phenyl}-1,3-thiazol-2-yl)acetamide (80.2 mg) as an off-white solid. Reactants: C[Li] (methyl lithium), C(C1=NC2=CC=CC=C2C=C1)(=O)O (Quinaldic acid), ice water. Run in O1CCCC1 (tetrahydrofuran). Product: C(C)(=O)C1=NC2=CC=CC=C2C=C1 (2-acetylquinoline). Isolated yield 34.4%. As a reaction SMILES: [C:1]([OH:13])(=O)[C:2]1[CH:11]=[CH:10][C:9]2[C:4](=[CH:5][CH:6]=[CH:7][CH:8]=2)[N:3]=1.[CH3:14][Li]>O1CCCC1>[C:1]([C:2]1[CH:11]=[CH:10][C:9]2[C:4](=[CH:5][CH:6]=[CH:7][CH:8]=2)[N:3]=1)(=[O:13])[CH3:14]. Reported procedure: Quinaldic acid (2.76 grams, 0.017 mole) was dissolved in 100 ml of dried tetrahydrofuran. Then 25 ml of 1.6 M (0.04 mole) of methyl lithium was added using a syringe. Reaction appeared immediate. The solution was stirred and heated under reflux for two hours and then poured into 600 ml of ice water. The ketone (2-acetylquinoline) was extracted with four 25 ml portions of ethyl ether which, after drying, was removed by rotary evaporation to yield ca. 1.0 g (ca. 40%) of 2-acetylquinoline. As a reaction SMILES: [CH3:1][O:2][C:3](=[O:27])[CH2:4][O:5][C:6]1[CH:15]=[CH:14][C:13]([Cl:16])=[C:12]2[C:7]=1[C:8](=[O:26])[C:9]([CH2:18][C:19]1[CH:24]=[CH:23][C:22]([Cl:25])=[CH:21][CH:20]=1)=[C:10]([CH3:17])[NH:11]2.C(=O)([O-])[O-].[K+].[K+].Cl[CH:35]([F:37])[F:36]>CN(C)C=O>[CH3:1][O:2][C:3](=[O:27])[CH2:4][O:5][C:6]1[CH:15]=[CH:14][C:13]([Cl:16])=[C:12]2[C:7]=1[C:8]([O:26][CH:35]([F:37])[F:36])=[C:9]([CH2:18][C:19]1[CH:20]=[CH:21][C:22]([Cl:25])=[CH:23][CH:24]=1)[C:10]([CH3:17])=[N:11]2 |f:1.2.3|. Product: COC(COC1=C2C(=C(C(=NC2=C(C=C1)Cl)C)CC1=CC=C(C=C1)Cl)OC(F)F)=O ([8-chloro-3-(4-chlorobenzyl)-4-difluoromethoxy-2-methylquinolin-5-yloxy]acetic Acid Methyl Ester). Run in CN(C=O)C (N,N-dimethylformamide). Run at time 17 hour. Procedure details: To a mixture of [8-chloro-3-(4-chlorobenzyl)-2-methyl-4-oxo-1,4-dihydroquinolin-5-yloxy]acetic acid methyl ester (0.080 g), N,N-dimethylformamide (2.0 mL) and potassium carbonate (0.080 g) at −80° C. was added chlorodifluoromethane (0.4 mL). The flask was sealed and the resulting mixture warmed to room temperature and then stirred at this temperature for 17 hours. The excess chlorodifluoromethane was allowed to evaporate and the residue diluted with water and extracted with ethyl acetate. The co... Reactants: COC(COC1=C2C(C(=C(NC2=C(C=C1)Cl)C)CC1=CC=C(C=C1)Cl)=O)=O ([8-chloro-3-(4-chlorobenzyl)-2-methyl-4-oxo-1,4-dihydroquinolin-5-yloxy]acetic acid methyl ester), C([O-])([O-])=O.[K+].[K+] (potassium carbonate), ClC(F)F (chlorodifluoromethane), ClC(F)F (chlorodifluoromethane).